This data is from the Open Reaction Database (ORD), a public repository of structured organic reaction records. The task is: describe an organic reaction: reactants, conditions, products, and yield The reactants are ClC1=CNC2=CC(=CC=C12)C(=O)NC(COCC1CCNCC1)C1=C(C=CC=C1)Cl (3-chloro-N-[1-(2-chloro-phenyl)-2-(piperidin-4-ylmethoxy)ethyl]-1H-indole-6-carboxamide), C(C)=O (acetaldehyde). The product is ClC1=CNC2=CC(=CC=C12)C(=O)NC(COCC1CCN(CC1)CC)C1=C(C=CC=C1)Cl (3-Chloro-N-[1-(2-chlorophenyl)-2-(1-ethylpiperidin-4-yl-methoxy)ethyl]-1H-indole-6-carboxamide). RXN SMILES: [Cl:1][C:2]1[C:10]2[C:5](=[CH:6][C:7]([C:11]([NH:13][CH:14]([C:24]3[CH:29]=[CH:28][CH:27]=[CH:26][C:25]=3[Cl:30])[CH2:15][O:16][CH2:17][CH:18]3[CH2:23][CH2:22][NH:21][CH2:20][CH2:19]3)=[O:12])=[CH:8][CH:9]=2)[NH:4][CH:3]=1.[CH:31](=O)[CH3:32]>>[Cl:1][C:2]1[C:10]2[C:5](=[CH:6][C:7]([C:11]([NH:13][CH:14]([C:24]3[CH:29]=[CH:28][CH:27]=[CH:26][C:25]=3[Cl:30])[CH2:15][O:16][CH2:17][CH:18]3[CH2:23][CH2:22][N:21]([CH2:31][CH3:32])[CH2:20][CH2:19]3)=[O:12])=[CH:8][CH:9]=2)[NH:4][CH:3]=1. Reported procedure: Using alkylation method A, 3-chloro-N-[1-(2-chloro-phenyl)-2-(piperidin-4-ylmethoxy)ethyl]-1H-indole-6-carboxamide (600 mg, 1.3 mmol) and acetaldehyde (0.4 mL, 6.7 mmol) afforded, after purification (SiO2: 10:10:1 hexane:EtOAc:isopropylamine) and recrystallization (acetonitrile), 275 mg (43%) of the title compound.